This data is from the Open Reaction Database (ORD), a public repository of structured organic reaction records. The task is: describe an organic reaction: reactants, conditions, products, and yield The product is C1(=CC=CC=C1)C1CNC2=CC=CC=C12 (3-phenylindoline). As a reaction SMILES: [C:1]1([C:7]2[C:15]3[C:10](=[CH:11][CH:12]=[CH:13][CH:14]=3)[NH:9][CH:8]=2)[CH:6]=[CH:5][CH:4]=[CH:3][CH:2]=1>Cl.[Zn]>[C:1]1([CH:7]2[C:15]3[C:10](=[CH:11][CH:12]=[CH:13][CH:14]=3)[NH:9][CH2:8]2)[CH:2]=[CH:3][CH:4]=[CH:5][CH:6]=1. The reagents and catalysts are [Zn] (zinc), [Zn] (zinc). Starting materials: C1(=CC=CC=C1)C1=CNC2=CC=CC=C12 (3-phenylindole). Conditions: temperature 60 celsius, time 45 minute. The solvent is Cl (hydrochloric acid). Procedure: 1.3 G of 3-phenylindole was suspended in 100 ml of 20% aqueous hydrochloric acid. The mixture was heated to 60° C. while stirring vigorously and 20 g of zinc dust was added thereto in small portions over a period of 45 minutes. On completing the addition of zinc dust, the reaction mixture was heated to 100° C. and maintained at this temperature for one hour, filtered hot, and the filtrate cooled to room temperature and washed with ether. The aqueous layer was basified with 50% aqueous sodium hyd... Starting materials: C1N(CC2=CC=CC=C12)N(C(CN(CC(=O)NCCN(CC)C(=O)OC(C)(C)C)C1=C(C=C(C=C1)B1OCC(CO1)(C)C)C)=O)C (N2-{2-[1,3-dihydro-2H-isoindol-2-yl(methyl)amino]-2-oxoethyl}-N2-[4-(5,5-dimethyl-1,3,2-dioxaborinan-2-yl)-2-methylphenyl]-N1-{2-[(tert-butoxycarbonyl)(ethyl)amino]ethyl}glycinamide), COC(C1=CN=C(C=C1)Br)=O (6-bromonicotinic acid methyl ester), P(=O)([O-])([O-])[O-].[K+].[K+].[K+] (potassium phosphate). The reagents and catalysts are C1CCC(CC1)P(C2CCCCC2)C3CCCCC3.C1CCC(CC1)P(C2CCCCC2)C3CCCCC3.[Cl-].[Cl-].[Pd+2] (bis(tricyclohexylphosphine)palladium(II)dichloride). Solvent: O1CCOCC1 (1,4-dioxane), C(C)(=O)OCC (ethyl acetate). The product is C1N(CC2=CC=CC=C12)N(C(CN(CC(=O)NCCN(CC)C(=O)OC(C)(C)C)C1=C(C=C(C=C1)C1=NC=C(C=C1)C(=O)OC)C)=O)C (N2-{2-[1,3-dihydro-2H-isoindol-2-yl(methyl)amino]-2-oxoethyl}-N2-{4-[5-(methoxycarbonyl)pyridin-2-yl]-2-methylphenyl}-N1-{2-[(tert-butoxycarbonyl)(ethyl)amino]ethyl}glycinamide). Isolated yield 71.0%. RXN SMILES: [CH2:1]1[C:9]2[C:4](=[CH:5][CH:6]=[CH:7][CH:8]=2)[CH2:3][N:2]1[N:10]([CH3:46])[C:11](=[O:45])[CH2:12][N:13]([C:30]1[CH:35]=[CH:34][C:33](B2OCC(C)(C)CO2)=[CH:32][C:31]=1[CH3:44])[CH2:14][C:15]([NH:17][CH2:18][CH2:19][N:20]([C:23]([O:25][C:26]([CH3:29])([CH3:28])[CH3:27])=[O:24])[CH2:21][CH3:22])=[O:16].[CH3:47][O:48][C:49](=[O:57])[C:50]1[CH:55]=[CH:54][C:53](Br)=[N:52][CH:51]=1.P([O-])([O-])([O-])=O.[K+].[K+].[K+]>O1CCOCC1.C(OCC)(=O)C.C1CCC(P(C2CCCCC2)C2CCCCC2)CC1.C1CCC(P(C2CCCCC2)C2CCCCC2)CC1.[Cl-].[Cl-].[Pd+2]>[CH2:1]1[C:9]2[C:4](=[CH:5][CH:6]=[CH:7][CH:8]=2)[CH2:3][N:2]1[N:10]([CH3:46])[C:11](=[O:45])[CH2:12][N:13]([C:30]1[CH:35]=[CH:34][C:33]([C:53]2[CH:54]=[CH:55][C:50]([C:49]([O:48][CH3:47])=[O:57])=[CH:51][N:52]=2)=[CH:32][C:31]=1[CH3:44])[CH2:14][C:15]([NH:17][CH2:18][CH2:19][N:20]([C:23]([O:25][C:26]([CH3:28])([CH3:27])[CH3:29])=[O:24])[CH2:21][CH3:22])=[O:16] |f:2.3.4.5,8.9.10.11.12|. Procedure: The compound (510 mg, 0.802 mmol) obtained in step A, 6-bromonicotinic acid methyl ester (208 mg, 0.962 mmol), bis(tricyclohexylphosphine)palladium(II)dichloride (59 mg, 0.080 mmol) and 1.27 mol/l aqueous potassium phosphate solution (0.95 ml) were dissolved in 1,4-dioxane (4 ml), and the mixture was heated under reflux for 8 hr. The reaction mixture was diluted with ethyl acetate, and the organic layer was washed with water and saturated brine, and dried over sodium sulfate. The insoluble mater... Starting materials: Ice water, ClC=1C=C(N)C(=CC1Cl)[N+](=O)[O-] (3,4-dichloro-6-nitroaniline), OC1=CC=NC=C1 (4-hydroxypyridine), [OH-].[K+] (potassium hydroxide). Run in CS(=O)C (dimethylsulfoxide). Run at temperature 130 celsius. The product is ClC1=C(C=C(N)C(=C1)[N+](=O)[O-])N1C=CC(C=C1)=O (4-Chloro-3-(4-oxo-4H-pyridin-1-yl)-6-nitroaniline). Yield: 1.5%. Reaction SMILES: Cl[C:2]1[CH:3]=[C:4]([C:6]([N+:10]([O-:12])=[O:11])=[CH:7][C:8]=1[Cl:9])[NH2:5].[OH:13][C:14]1[CH:19]=[CH:18][N:17]=[CH:16][CH:15]=1.[OH-].[K+]>CS(C)=O>[Cl:9][C:8]1[CH:7]=[C:6]([N+:10]([O-:12])=[O:11])[C:4]([NH2:5])=[CH:3][C:2]=1[N:17]1[CH:18]=[CH:19][C:14](=[O:13])[CH:15]=[CH:16]1 |f:2.3|. Procedure details: First, a mixture containing 14.3 g of 3,4-dichloro-6-nitroaniline, 9.01 g of 4-hydroxypyridine, 5.87 g of 86% potassium hydroxide, and 70 ml of dimethylsulfoxide was heated in an oil bath at 130° C. for 3.5 hours, and cooled. Ice water was added to the mixture and precipitated crystals were filtered. Then, 16.9 g of the resultant crude crystals were applied to a column containing 100 g of silica gel and eluted with 10% methanol in chloroform. The eluate was combined and evaporated. The residue w... Starting materials: ClC1=C(C=CC=C1)NC=1NC2=C(N1)C=C(C1=C2CC(O1)(C)C)C(=O)O (2-[(2-chlorophenyl)amino]-7,7-dimethyl-7,8-dihydro-1H-furo[3,2-e]benzimidazole-5-carboxylic acid), CN(C)C=O (DMF), ClC1=CC=C(N)C=C1 (4-chloro aniline), F[B-](F)(F)F.N1(N=NC2=C1C=CC=C2)OC(=[N+](C)C)N(C)C (O-(benzotriazol-1-yl)-N,N,N′,N′-tetramethyluronium tetrafluoroborate), TEA. Run in C1CCOC1 (THF). The product is ClC1=CC=C(C=C1)NC(=O)C=1C2=C(C3=C(N=C(N3)NC3=C(C=CC=C3)Cl)C1)CC(O2)(C)C (N-(4-Chlorophenyl)-2-[(2-chlorophenyl)amino]-7,7-dimethyl-7,8-dihydro-1H-furo[3,2-e]benzimidazole-5-carboxamide). The yield is 23.1%. RXN SMILES: [Cl:1][C:2]1[CH:7]=[CH:6][CH:5]=[CH:4][C:3]=1[NH:8][C:9]1[NH:10][C:11]2[C:17]3[CH2:18][C:19]([CH3:22])([CH3:21])[O:20][C:16]=3[C:15]([C:23](O)=[O:24])=[CH:14][C:12]=2[N:13]=1.F[B-](F)(F)F.N1(OC(N(C)C)=[N+](C)C)C2C=CC=CC=2N=N1.CN(C=O)C.[Cl:53][C:54]1[CH:60]=[CH:59][C:57]([NH2:58])=[CH:56][CH:55]=1>C1COCC1>[Cl:53][C:54]1[CH:60]=[CH:59][C:57]([NH:58][C:23]([C:15]2[C:16]3[O:20][C:19]([CH3:22])([CH3:21])[CH2:18][C:17]=3[C:11]3[NH:10][C:9]([NH:8][C:3]4[CH:4]=[CH:5][CH:6]=[CH:7][C:2]=4[Cl:1])=[N:13][C:12]=3[CH:14]=2)=[O:24])=[CH:56][CH:55]=1 |f:1.2|. Procedure details: The title compound was prepared following the procedure as described for Example-1 using 2-[(2-chlorophenyl)amino]-7,7-dimethyl-7,8-dihydro-1H-furo[3,2-e]benzimidazole-5-carboxylic acid (Intermediate-12, 0.050 g, 0.139 mmol), O-(benzotriazol-1-yl)-N,N,N′,N′-tetramethyluronium tetrafluoroborate (0.089 g, 0.277 mmol), TEA (1.0 mL), DMF (1.0 mL), THF (5.0 mL) and 4-chloro aniline (0.035 g, 0275 mmol) to afford 0.015 g of the desired product. 1HNMR (DMSO-d6): δ 1.60 (s, 6H), 3.17 (s, 2H), 7.05 (t, J... Reactants: C(C)(C)N1C(=NCC1)C (1-isopropyl-2-methylimidazoline), N1C=NCC1 (imidazoline). The reagents and catalysts are [Cr].[Cu].[Ni] (nickel-copper-chromium). Run at time 5 hour. The product is C(C)(C)N1C(=NC=C1)C (1-Isopropyl-2 -methylimidazole). Yield: 98.0%. RXN SMILES: [CH:1]([N:4]1[CH2:8][CH2:7][N:6]=[C:5]1[CH3:9])([CH3:3])[CH3:2].N1CCN=C1>[Cr].[Cu].[Ni]>[CH:1]([N:4]1[CH:8]=[CH:7][N:6]=[C:5]1[CH3:9])([CH3:3])[CH3:2] |f:2.3.4|. Procedure: A 100-ml three-necked flask equipped with a thermometer, condenser, magnetic stirrer, and nitrogen inlet was charged with 1-isopropyl-2-methylimidazoline (50 g, 0.4 mole) and nickel-copper-chromium catalyst (5.0 g) as described in U.S. Pat. No. 3,152,998. The reaction was carried out at 200° C. with stirring and under a nitrogen atmosphere for about 5 hours. GLC analysis showed that more than 99% of the starting imidazoline had been converted to give the corresponding imidazole with 98.5% select... The reactants are FC(F)(F)C(F)(F)C(F)(F)C(F)(F)CCCCBr, CCOP(OCC)OCC. Product: CCOP(=O)(CCCCC(F)(F)C(F)(F)C(F)(F)C(F)(F)F)OCC. Reaction SMILES: [Br:1][CH2:2][CH2:3][CH2:4][CH2:5][C:6]([C:7]([C:8]([C:9]([F:10])([F:11])[F:12])([F:13])[F:14])([F:15])[F:16])([F:17])[F:18].[P:19]([O:20][CH2:21][CH3:22])([O:23][CH2:24][CH3:25])[O:26][CH2:27][CH3:28]>>[CH2:2]([CH2:3][CH2:4][CH2:5][C:6]([C:7]([C:8]([C:9]([F:10])([F:11])[F:12])([F:13])[F:14])([F:15])[F:16])([F:17])[F:18])[P:19]([O:20][CH2:21][CH3:22])([O:23][CH2:24][CH3:25])=[O:26].